Dataset: the Open Reaction Database (ORD), a public repository of structured organic reaction records. Task: describe an organic reaction: reactants, conditions, products, and yield Starting materials: C1(=CC=C(C=C1)S(=O)(=O)O)C (p-toluenesulfonic acid), O1CCCC=C1 (3,4-dihydro-1H-pyran), C(C)(C)(C)OC(=O)N[C@@H](CO)C(=O)OC (methyl N-(tert-butoxycarbonyl)-L-serinate). The solvent is ClCCl (dichloromethane). Run at time 16 hour. The product is C(C)(C)(C)OC(=O)N[C@@H](COC1OCCCC1)C(=O)OC (Methyl N-(tert-butoxycarbonyl)-O-(tetrahydro-2H-pyran-2-yl)-L-serinate). Reaction SMILES: [C:1]([O:5][C:6]([NH:8][C@H:9]([C:12]([O:14][CH3:15])=[O:13])[CH2:10][OH:11])=[O:7])([CH3:4])([CH3:3])[CH3:2].C1(C)C=CC(S(O)(=O)=O)=CC=1.[O:27]1[CH:32]=[CH:31][CH2:30][CH2:29][CH2:28]1>ClCCl>[C:1]([O:5][C:6]([NH:8][C@H:9]([C:12]([O:14][CH3:15])=[O:13])[CH2:10][O:11][CH:28]1[CH2:29][CH2:30][CH2:31][CH2:32][O:27]1)=[O:7])([CH3:4])([CH3:3])[CH3:2]. Procedure: To a stirred solution of methyl N-(tert-butoxycarbonyl)-L-serinate (prepared according to the reported procedure: Bioorg. Med. Chem. 2007, 15, 2860-2867, 10.0 g, 64.27 mmol) in dichloromethane (100 mL), p-toluenesulfonic acid (0.24 g, 1.28 mmol) and 3,4-dihydro-1H-pyran (8.8 mL, 96.67 mmol) were added and the mixture was stirred at the room temperature for 16 hours. The reaction mixture was quenched with saturated sodium bicarbonate solution (50 mL) and extracted with dichloromethane (3×50 mL). ... The reactants are ClC1=C(C2=C(CCN(CC2)C(C(F)(F)F)=O)C=C1)OS(=O)(=O)C(F)(F)F (7-chloro-3-(2,2,2-trifluoroacetyl)-6-trifluoromethanesulfonyloxy-2,3,4,5-tetrahydro-1H-benzo[d]azepine), C(CCC#C)NC(=O)C1CCCC1 (N-pent-4-ynyl-cyclopentylcarboxamide). The reagents and catalysts are [I-].C(CCC)[N+](CCCC)(CCCC)CCCC (tetra-n-butylammonium iodide), [Cu](I)I (copper iodide), Cl[Pd]([P](C1=CC=CC=C1)(C2=CC=CC=C2)C3=CC=CC=C3)([P](C4=CC=CC=C4)(C5=CC=CC=C5)C6=CC=CC=C6)Cl (bis(triphenylphosphine)palladium(II) chloride). Solvent: C(C)N(CC)CC (triethylamine). Reaction conditions: time 8 hour. The product is ClC1=C(C2=C(CCN(CC2)C(C(F)(F)F)=O)C=C1)C#CCCCNC(=O)C1CCCC1 (7-Chloro-6-[5-(cyclopentanecarbonyl-amino)-pent-1-ynyl]-3-(2,2,2-trifluoroacetyl)-2,3,4,5-tetrahydro-1H-benzo[d]azepine). The yield is 67.9%. RXN SMILES: [Cl:1][C:2]1[CH:18]=[CH:17][C:5]2[CH2:6][CH2:7][N:8]([C:11](=[O:16])[C:12]([F:15])([F:14])[F:13])[CH2:9][CH2:10][C:4]=2[C:3]=1OS(C(F)(F)F)(=O)=O.[CH2:27]([NH:32][C:33]([CH:35]1[CH2:39][CH2:38][CH2:37][CH2:36]1)=[O:34])[CH2:28][CH2:29][C:30]#[CH:31]>[I-].C([N+](CCCC)(CCCC)CCCC)CCC.[Cu](I)I.Cl[Pd](Cl)([P](C1C=CC=CC=1)(C1C=CC=CC=1)C1C=CC=CC=1)[P](C1C=CC=CC=1)(C1C=CC=CC=1)C1C=CC=CC=1.C(N(CC)CC)C>[Cl:1][C:2]1[CH:18]=[CH:17][C:5]2[CH2:6][CH2:7][N:8]([C:11](=[O:16])[C:12]([F:15])([F:14])[F:13])[CH2:9][CH2:10][C:4]=2[C:3]=1[C:31]#[C:30][CH2:29][CH2:28][CH2:27][NH:32][C:33]([CH:35]1[CH2:39][CH2:38][CH2:37][CH2:36]1)=[O:34] |f:2.3,^1:63,82|. Procedure details: In an oven dried flask degas DMF (20 mL) by gently bubbling nitrogen gas for 2 h. Add then 7-chloro-3-(2,2,2-trifluoroacetyl)-6-trifluoromethanesulfonyloxy-2,3,4,5-tetrahydro-1H-benzo[d]azepine (1.0 g, 2.35 mmoles), N-pent-4-ynyl-cyclopentylcarboxamide (842 mg, 4.7 mmoles), copper iodide (134 mg, 0.705 mmoles), triethylamine (4.7 mL), tetra-n-butylammonium iodide (2.6 g, 7.05 mmoles) and bis(triphenylphosphine)palladium(II) chloride (165 mg, 0.235 mmoles) and heat the resulting mixture at 80° C.... The reactants are CN1N=CC=C1 (1-methyl-1H-pyrazole), C(CCC)[Li] (butyllithium), Cl (Hydrochloric acid), B(OC(C)C)(OC(C)C)OC(C)C (triisopropyl borate). Run in O1CCCC1 (tetrahydrofuran). Conditions: time 1 hour. Product: CN1N=CC=C1B(O)O ((1-Methyl-1H-pyrazol-5-yl)boronic acid). Isolated yield 33.0%. As a reaction SMILES: [CH3:1][N:2]1[CH:6]=[CH:5][CH:4]=[N:3]1.C([Li])CCC.[B:12](OC(C)C)([O:17]C(C)C)[O:13]C(C)C.Cl>O1CCCC1>[CH3:1][N:2]1[C:6]([B:12]([OH:17])[OH:13])=[CH:5][CH:4]=[N:3]1. Procedure details: To a stirred solution of 1-methyl-1H-pyrazole (2.49 mL, 30 mmol) in tetrahydrofuran (100 mL) was added butyllithium (2.5 M in hexane, 15.6 mL, 39 mmol) at −78° C. dropwise. After stirring for 1 hour, triisopropyl borate (27.6 mL, 120 mmol) was added and the reaction mixture was gradually warmed to room temperature for 16 hours. Hydrochloric acid (1 N aqueous solution) was added to the reaction mixture until pH 7 achieved. The mixture was extracted with dichloromethane:methanol (9:1, 5×200 mL). C... Reactants: ClC=1C=C2C=CNC2=CC1 (5-chloroindole), [H-].[Na+] (NaH), oil, O (H2O), BrCC(=O)OCC (ethyl bromoacetate). Run in CN(C)C=O (DMF). Conditions: time 30 minute. The product is ethyl ester, ClC=1C=C2C=CN(C2=CC1)CC(=O)O ((5-Chloroindol-1-yl)acetic acid), ClC=1C=C2C=CNC2=CC1 (5-chloroindole). RXN SMILES: [H-].[Na+].[Cl:3][C:4]1[CH:5]=[C:6]2[C:10](=[CH:11][CH:12]=1)[NH:9][CH:8]=[CH:7]2.Br[CH2:14][C:15]([O:17]CC)=[O:16].O>CN(C=O)C>[Cl:3][C:4]1[CH:5]=[C:6]2[C:10](=[CH:11][CH:12]=1)[N:9]([CH2:14][C:15]([OH:17])=[O:16])[CH:8]=[CH:7]2.[Cl:3][C:4]1[CH:5]=[C:6]2[C:10](=[CH:11][CH:12]=1)[NH:9][CH:8]=[CH:7]2 |f:0.1|. Procedure: To a suspension of NaH 60% dispersion in oil (1.52 g, 38 mmol) in DMF (50 mL) at r.t. there was added, in portions, 5-chloroindole (5.0 g, 33 mol) and the mixture was stirred for 30 minutes. There was added ethyl bromoacetate (7.44 g, 44 mmol) and the mixture was stirred for a further 5 hours. H2O (200 mL) was added and the mixture was extracted with Et2O. These extracts were washed with H2O, dried over MgSO4 and evaporated to a crude oily residue. Chromatography on silica gel, eluting with 5% E...